Dataset: the Open Reaction Database (ORD), a public repository of structured organic reaction records. Task: describe an organic reaction: reactants, conditions, products, and yield The reactants are C(=O)(O)CC1=C(C(=O)O)C=C(C=C1)NC (2-carboxymethyl-5-methylaminobenzoic acid), Br.NCCCS (3-aminopropanethiol.hydrobromide). The product is CNC=1C=CC=2C=C3N(C(C2C1)=O)CCCS3 (8-methylamino-6-oxo-3,4-dihydro-2H,6H-1,3-thiazino[3,2-b]isoquinoline). Reaction SMILES: [C:1]([CH2:4][C:5]1[CH:13]=[CH:12][C:11]([NH:14][CH3:15])=[CH:10][C:6]=1[C:7]([OH:9])=O)(O)=O.Br.[NH2:17][CH2:18][CH2:19][CH2:20][SH:21]>>[CH3:15][NH:14][C:11]1[CH:12]=[CH:13][C:5]2[CH:4]=[C:1]3[S:21][CH2:20][CH2:19][CH2:18][N:17]3[C:7](=[O:9])[C:6]=2[CH:10]=1 |f:1.2|. Reported procedure: By following the same procedure as in Example 29 using 2.3 g. of 2-carboxymethyl-5-methylaminobenzoic acid and 1.8 g. of 3-aminopropanethiol.hydrobromide, 300 mg. of 8-methylamino-6-oxo-3,4-dihydro-2H,6H-1,3-thiazino[3,2-b]isoquinoline was obtained. Starting materials: [OH-].[Na+] (NaOH), CC=1C=C2C=CN=CC2=CC1 (6-methylisoquinoline), ice water, [N+](=O)([O-])[O-].[K+] (potassium nitrate). Solvent: S(O)(O)(=O)=O (sulfuric acid). Run at temperature 0 celsius. The product is CC=1C(=C2C=CN=CC2=CC1)[N+](=O)[O-] (6-methyl-5-nitroisoquinoline). The yield is 71.2%. Reaction SMILES: [CH3:1][C:2]1[CH:3]=[C:4]2[C:9](=[CH:10][CH:11]=1)[CH:8]=[N:7][CH:6]=[CH:5]2.[N+:12]([O-])([O-:14])=[O:13].[K+].[OH-].[Na+]>S(=O)(=O)(O)O>[CH3:1][C:2]1[C:3]([N+:12]([O-:14])=[O:13])=[C:4]2[C:9](=[CH:10][CH:11]=1)[CH:8]=[N:7][CH:6]=[CH:5]2 |f:1.2,3.4|. Procedure: 6-Methylisoquinoline (46.3 g, 0.323 mol) obtained in Step (1) was mixed with sulfuric acid (400 mL) and stirred. The temperature of the reaction solution was cooled to 0° C. or lower, slowly added with potassium nitrate (65.3 g, 0.646 mol) and stirred for 3 hours or more at 0° C. The reaction mixture was added with an ice water, and adjusted to have a pH value of 12 by adding 5N aqueous NaOH solution, followed by stirring for 12 hours or more at room temperature. The solid thus obtained was filt... Starting materials: ClCCCS(=O)(=O)N (3-chloro-1-propanesulfonamide), S.[K] (potassium hydrogensulfide), C[O-].[Na+].CO (sodium methoxide methanol), ClC=1N=C2N(N=C(C=C2)Cl)C1 (2,6-dichloroimidazo[1,2-b]pyridazine). Run in CO (methanol). Run at temperature 70 celsius. The product is ClC=1N=C2N(N=C(C=C2)SCCCS(N)(=O)=O)C1 (2-chloro-6-[(3-sulfamoylpropyl)thio]imidazo[1,2-b]pyridazine). Reaction SMILES: Cl[CH2:2][CH2:3][CH2:4][S:5]([NH2:8])(=[O:7])=[O:6].[SH2:9].[K].C[O-].[Na+].CO.[Cl:16][C:17]1[N:18]=[C:19]2[CH:24]=[CH:23][C:22](Cl)=[N:21][N:20]2[CH:26]=1>CO>[Cl:16][C:17]1[N:18]=[C:19]2[CH:24]=[CH:23][C:22]([S:9][CH2:2][CH2:3][CH2:4][S:5](=[O:7])(=[O:6])[NH2:8])=[N:21][N:20]2[CH:26]=1 |f:1.2,3.4.5,^1:9|. Reported procedure: To a solution of 1.57 g of 3-chloro-1-propanesulfonamide in 20 ml of methanol was added 20 ml of 2N-potassium hydrogensulfide, followed by heating at 70° C. for 50 minutes. Further, 1.48 g of 28% sodium methoxide-methanol solution and 1.32 g of 2,6-dichloroimidazo[1,2-b]pyridazine [Japanese Unexamined Patent Publication No. SHO 64(1989)-38092] were added to the reaction mixture, and refluxed at 100° C. for 3 hours. The mixture was concentrated under reduced pressure. Then, the residue to which w... As a reaction SMILES: [Al+3:2].[CH2:24]1[O:25][CH2:26][CH2:27][CH2:28]1.[CH3:7][n:8]1[n:9][c:10]([CH3:20])[cH:11][c:12]1[NH:13][C:14]([C:15]([CH3:16])([CH3:17])[CH3:18])=[O:19].[H-:1].[H-:4].[H-:5].[H-:6].[Li+:3].[Na+:23].[OH-:22].[OH2:21]>>[CH3:7][n:8]1[n:9][c:10]([CH3:20])[cH:11][c:12]1[NH:13][CH2:14][C:15]([CH3:16])([CH3:17])[CH3:18]. The reactants are [Al+3], C1CCOC1, Cc1cc(NC(=O)C(C)(C)C)n(C)n1, [H-], [H-], [H-], [H-], [Li+], [Na+], [OH-], O. Product: Cc1cc(NCC(C)(C)C)n(C)n1. The reactants are Cc1nc(N2CCN(Cc3ccccc3)CC2)nc2c1CC(=O)N2C, CCO. Yields the product Cc1nc(N2CCNCC2)nc2c1CC(=O)N2C. Reaction SMILES: [CH2:1]([c:2]1[cH:3][cH:4][cH:5][cH:6][cH:7]1)[N:8]1[CH2:9][CH2:10][N:11]([c:14]2[n:15][c:16]([CH3:25])[c:17]3[c:18]([n:19]2)[N:20]([CH3:24])[C:21](=[O:23])[CH2:22]3)[CH2:12][CH2:13]1.[CH3:26][CH2:27][OH:28]>>[NH:8]1[CH2:9][CH2:10][N:11]([c:14]2[n:15][c:16]([CH3:25])[c:17]3[c:18]([n:19]2)[N:20]([CH3:24])[C:21](=[O:23])[CH2:22]3)[CH2:12][CH2:13]1. Reactants: CC(C)c1ccc2c(c1)C(=O)C(=O)N2, O, OO. Product: CC(C)c1ccc(N)c(C(=O)O)c1. Reaction SMILES: [CH:3]([CH3:4])([CH3:5])[c:6]1[cH:7][c:8]2[c:12]([cH:13][cH:14]1)[NH:11][C:10](=[O:15])[C:9]2=[O:16].[OH2:17].[OH:1][OH:2]>>[O:1]=[C:9]([c:8]1[cH:7][c:6]([CH:3]([CH3:4])[CH3:5])[cH:14][cH:13][c:12]1[NH2:11])[OH:16].